From a dataset of the Open Reaction Database (ORD), a public repository of structured organic reaction records. describe an organic reaction: reactants, conditions, products, and yield Starting materials: 1(c), COC1=C(C=C(C2=CC=CC=C12)OC)CCCC=O (4-(1,4-dimethoxy-2-naphthyl)butyraldehyde), [BH4-].[Na+] (sodium borohydride). Solvent: C(C)O (ethanol). Product: COC1=C(C=C(C2=CC=CC=C12)OC)CCCCO (4-(1,4-Dimethoxy-2-naphthyl)butanol). Isolated yield 95.2%. As a reaction SMILES: [CH3:1][O:2][C:3]1[C:12]2[C:7](=[CH:8][CH:9]=[CH:10][CH:11]=2)[C:6]([O:13][CH3:14])=[CH:5][C:4]=1[CH2:15][CH2:16][CH2:17][CH:18]=[O:19].[BH4-].[Na+]>C(O)C>[CH3:1][O:2][C:3]1[C:12]2[C:7](=[CH:8][CH:9]=[CH:10][CH:11]=2)[C:6]([O:13][CH3:14])=[CH:5][C:4]=1[CH2:15][CH2:16][CH2:17][CH2:18][OH:19] |f:1.2|. Procedure details: Following a procedure similar to that described in Preparation 1(c), but using 2.96 g of 4-(1,4-dimethoxy-2-naphthyl)butyraldehyde [prepared as described in step (b) above], 0.87 g of sodium borohydride and 80 ml of ethanol, 2.84 g of the title compound were obtained as a colorless oil. Reactants: ClCCl, CCOC(=O)C(C)(SC)C(=O)Nc1cc(Cl)cc(Cl)c1, [O-]Cl, [Na+], O. Yields the product CCOC(=O)C(C)(C(=O)Nc1cc(Cl)cc(Cl)c1)S(C)=O. Reaction SMILES: [CH2:24]([Cl:25])[Cl:26].[Cl:1][c:2]1[cH:3][c:4]([NH:9][C:10]([C:11]([C:12](=[O:13])[O:14][CH2:15][CH3:16])([S:17][CH3:18])[CH3:19])=[O:20])[cH:5][c:6]([Cl:8])[cH:7]1.[Cl:21][O-:22].[Na+:23].[OH2:27]>>[Cl:1][c:2]1[cH:3][c:4]([NH:9][C:10]([C:11]([C:12](=[O:13])[O:14][CH2:15][CH3:16])([S:17]([CH3:18])=[O:22])[CH3:19])=[O:20])[cH:5][c:6]([Cl:8])[cH:7]1.